Dataset: the Open Reaction Database (ORD), a public repository of structured organic reaction records. Task: describe an organic reaction: reactants, conditions, products, and yield Reactants: resultant solution, C(#N)NC(SC)=NCCSCC1=C(N=CN1)C (N-cyano-N'-[2-((4-methyl-5-imidazolyl)methylthio)ethyl]-S-methylisothiourea). The reagents and catalysts are [N+](=O)([O-])[O-].[Ag+] (silver nitrate). The solvent is CN(C=O)C (dimethyl formamide), CN(C=O)C (dimethylformamide). Product: C(#N)NC(=NCCSCC1=C(N=CN1)C)NCCSCC1=C(N=CN1)C (N-Cyano-N',N"-bis-[2-((4-methyl-5-imidazolyl)methylthio)ethyl] guanidine). Isolated yield 33.6%. Reaction SMILES: [C:1]([NH:3][C:4](=[N:7][CH2:8][CH2:9][S:10][CH2:11][C:12]1[NH:16][CH:15]=[N:14][C:13]=1[CH3:17])SC)#[N:2]>CN(C)C=O.[N+]([O-])([O-])=O.[Ag+]>[C:1]([NH:3][C:4]([NH:7][CH2:8][CH2:9][S:10][CH2:11][C:12]1[NH:16][CH:15]=[N:14][C:13]=1[CH3:17])=[N:7][CH2:8][CH2:9][S:10][CH2:11][C:12]1[NH:16][CH:15]=[N:14][C:13]=1[CH3:17])#[N:2] |f:2.3|. Procedure details: A solution of silver nitrate (3.06 g.) in dimethyl formamide (20 ml.) was added to a solution of N-cyano-N'-[2-((4-methyl-5-imidazolyl)methylthio)ethyl]-S-methylisothiourea (4.9 g.) in dimethylformamide (30 ml.). The resultant solution was kept at room temperature for 1 hour cooled and filtered to remove silver methylmercaptide, 4-methyl-5-((2-aminoethyl)thiomethyl)imidazole (3.07 g.) in dimethyl formamide (10 ml.) was added and this solution was heated overnight on the steam bath. Concentration... Starting materials: CC(C)(C)[O-], COc1ccc(CCl)cc1, CN(C)C=O, [K+], O=C(O)Cc1ccccc1O. Yields the product COc1ccc(COC(=O)Cc2ccccc2O)cc1. RXN SMILES: [CH3:12][C:13]([CH3:14])([O-:15])[CH3:16].[CH3:18][O:19][c:20]1[cH:21][cH:22][c:23]([CH2:24][Cl:25])[cH:26][cH:27]1.[CH3:28][N:29]([CH3:30])[CH:31]=[O:32].[K+:17].[OH:1][c:2]1[c:3]([CH2:8][C:9](=[O:10])[OH:11])[cH:4][cH:5][cH:6][cH:7]1>>[OH:1][c:2]1[c:3]([CH2:8][C:9](=[O:10])[O:11][CH2:24][c:23]2[cH:22][cH:21][c:20]([O:19][CH3:18])[cH:27][cH:26]2)[cH:4][cH:5][cH:6][cH:7]1. Reactants: ON1C(CC(CC1(C)C)OC(C1=CC=CC=C1)=O)(C)C (1-oxyl-4-benzoyloxy-2,2,6,6-tetramethylpiperidine), OO (hydrogen peroxide), peroxide, C(C)(=O)O (acetic acid), ferrous sulfate heptahydrate, peroxide, S(=O)([O-])[O-].[Na+].[Na+] (sodium sulfite), S(O)(O)(=O)=O (sulfuric acid), ice. The reagents and catalysts are [Zn] (zinc), [Zn] (zinc). Run in C1CCCCC1 (cyclohexane), N1=CC=CC=C1 (pyridine), N1=CC=CC=C1 (pyridine), O (water). Reaction conditions: temperature 45 celsius, time 8 hour. The product is C1(CCCCC1)ON1C(CC(CC1(C)C)OC(C1=CC=CC=C1)=O)(C)C (1-Cyclohexyloxy-4-benzoyloxy-2,2,6,6-tetramethylpiperidine). The yield is 105.7%. As a reaction SMILES: [OH:1][N:2]1[C:7]([CH3:9])([CH3:8])[CH2:6][CH:5]([O:10][C:11](=[O:18])[C:12]2[CH:17]=[CH:16][CH:15]=[CH:14][CH:13]=2)[CH2:4][C:3]1([CH3:20])[CH3:19].[C:21](O)(=O)[CH3:22].OO.S([O-])([O-])=O.[Na+].[Na+].S(=O)(=O)(O)O>[Zn].N1C=CC=CC=1.O.C1CCCCC1>[CH:22]1([O:1][N:2]2[C:7]([CH3:9])([CH3:8])[CH2:6][CH:5]([O:10][C:11](=[O:18])[C:12]3[CH:17]=[CH:16][CH:15]=[CH:14][CH:13]=3)[CH2:4][C:3]2([CH3:20])[CH3:19])[CH2:21][CH2:5][CH2:4][CH2:3][CH2:19]1 |f:3.4.5|. Reported procedure: To a mixture of 3.00 g (10.9 mmol) of 1-oxyl-4-benzoyloxy-2,2,6,6-tetramethylpiperidine, 20 ml of pyridine, and 12 ml of cyclohexane are added 2.2 ml (38.4 mmol, 3.5 equivalents) of glacial acetic acid, 1 ml of water, 0.124 g (0.446 mmol) of ferrous sulfate heptahydrate, and finally, 0.57 g (8.7 mmol, 0.80 equivalents) of zinc powder. A slight exothermic reaction occurs upon the addition of zinc. The reaction mixture is heated to 45° C. A solution of 3.0 g (44 mmol) of 50% aqueous hydrogen perox... Starting materials: C(C=C)C1=C(C(=C(C=C1)F)C1=C(C=CC=C1)Cl)O (3-allyl-2′-chloro-6-fluoro-biphenyl-2-ol). Reagents/catalysts: CC1=C([P](C2=C(C)C=CC=C2)([Pd]([P](C3=C(C)C=CC=C3)(C4=C(C)C=CC=C4)C(C=CC=C5)=C5C)(Cl)Cl)C6=C(C)C=CC=C6)C=CC=C1 (dichlorobis(tri-o-tolylphosphine)palladium). The solvent is C(Cl)Cl (methylene chloride). Yields the product ClC1=C(C=CC=C1)C=1C(=C(C=CC1F)C=CC)O (2′-chloro-6-fluoro-3-(prop-1-enyl)biphenyl-2-ol). The yield is 39.4%. As a reaction SMILES: [CH2:1]([C:4]1[CH:9]=[CH:8][C:7]([F:10])=[C:6]([C:11]2[CH:16]=[CH:15][CH:14]=[CH:13][C:12]=2[Cl:17])[C:5]=1[OH:18])[CH:2]=[CH2:3]>C(Cl)Cl.CC1C=CC=CC=1[P](C1C=CC=CC=1C)([Pd](Cl)(Cl)[P](C1=C(C)C=CC=C1)(C1C=CC=CC=1C)C1C=CC=CC=1C)C1C=CC=CC=1C>[Cl:17][C:12]1[CH:13]=[CH:14][CH:15]=[CH:16][C:11]=1[C:6]1[C:5]([OH:18])=[C:4]([CH:1]=[CH:2][CH3:3])[CH:9]=[CH:8][C:7]=1[F:10] |^1:28,39|. Procedure details: Treatment of 3-allyl-2′-chloro-6-fluoro-biphenyl-2-ol (3.8 g, 14.5 mmol) in methylene chloride (150 mL) with dichlorobis(acetonitrile)palladium (II) (0.56 g, 2.2 mmol) according to the procedure described for Example 69, Step 5 provided 1.5 g (39%) of 2′-chloro-6-fluoro-3-(prop-1-enyl)biphenyl-2-ol as a light yellow oil. The reactants are FC1=C(CN2C(=CC3=CC(=CC=C23)[N+](=O)[O-])C(=O)O)C=CC=C1 (1-(2-Fluorobenzyl)-5-nitro-1H-indole-2-carboxylic acid), NC1=CC=CC=C1 (aniline). Solvent: O (water). Conditions: time 30 minute. Product: FC1=C(CN2C(=CC3=CC(=CC=C23)[N+](=O)[O-])C(=O)NC2=CC=CC=C2)C=CC=C1 (1-(2-Fluorobenzyl)-5-nitro-N-phenyl-1H-indole-2-carboxamide). As a reaction SMILES: [F:1][C:2]1[CH:23]=[CH:22][CH:21]=[CH:20][C:3]=1[CH2:4][N:5]1[C:13]2[C:8](=[CH:9][C:10]([N+:14]([O-:16])=[O:15])=[CH:11][CH:12]=2)[CH:7]=[C:6]1[C:17](O)=[O:18].[NH2:24][C:25]1[CH:30]=[CH:29][CH:28]=[CH:27][CH:26]=1>O>[F:1][C:2]1[CH:23]=[CH:22][CH:21]=[CH:20][C:3]=1[CH2:4][N:5]1[C:13]2[C:8](=[CH:9][C:10]([N+:14]([O-:16])=[O:15])=[CH:11][CH:12]=2)[CH:7]=[C:6]1[C:17]([NH:24][C:25]1[CH:30]=[CH:29][CH:28]=[CH:27][CH:26]=1)=[O:18]. Procedure details: Reaction of 500 mg (1.59 mmol) of the compound from Example V and 163 mg (1.75 mmol) of aniline as described for Example VI. The reaction time is about 30 min. For work-up, the reaction mixture is poured into 100 ml of water and extracted with dichloromethane (4×50 ml), and the combined organic phases are dried over sodium sulphate and concentrated. Yield: 610 mg (98% of theory). For characterization, a sample of the resulting product is recrystallized from ethanol, the main quantity is directly... Run at time 5 minute. Yields the product NC1=CC(=NC(N1)=S)C1=CC=C(C=C1)Br (6-amino-4-(4-bromophenyl)pyrimidine-2(1H)-thione). The reagents and catalysts are S(=O)(=O)([O-])[O-].[Cu+2] (copper(II)sulfate). The yield is 110.8%. Reaction SMILES: [Na].[NH2:2][C:3]([NH2:5])=[S:4].N[C:7]([C:11]1[CH:16]=[CH:15][C:14]([Br:17])=[CH:13][CH:12]=1)=[CH:8][C:9]#[N:10].Cl>S([O-])([O-])(=O)=O.[Cu+2].O.C(O)C>[NH2:10][C:9]1[NH:5][C:3](=[S:4])[N:2]=[C:7]([C:11]2[CH:12]=[CH:13][C:14]([Br:17])=[CH:15][CH:16]=2)[CH:8]=1 |f:4.5,^1:0|. Run in C(C)O (ethanol), O (Water). Procedure details: To a flask charged with 600 mL of absolute ethanol was dissolved sodium (14.86 g, 646.5 mmol) with a catalytic amount of copper(II)sulfate (10 mg). The reaction volume was reduced by half under reduced pressure and thiourea (49.22 g, 646.5 mmol) and 3-amino-3-(4-bromophenyl)acrylonitrile (38.46 g, 172.4 mmol) were added at ambient temperature and the reaction mixture was fitted with a condenser and heated to reflux over the weekend. Water (400 mL) was added and the mixture was made acidic with c... The reactants are NC(=S)N (thiourea), Cl (hydrochloric acid), [Na] (sodium), NC(=CC#N)C1=CC=C(C=C1)Br (3-amino-3-(4-bromophenyl)acrylonitrile). Reactants: Brc1ccc(Cn2cncn2)cc1, CC(C)Cc1cc(B(O)O)c(S(=O)(=O)NC(C)(C)C)s1, CCO, [Na+], CC(=O)[O-], CC(=O)[O-], [OH-], [Pd+2], c1ccc(P(c2ccccc2)c2ccccc2)cc1, Cc1ccccc1. Product: CC(C)Cc1cc(-c2ccc(Cn3cncn3)cc2)c(S(=O)(=O)NC(C)(C)C)s1. RXN SMILES: [Br:21][c:22]1[cH:23][cH:24][c:25]([CH2:26][n:27]2[n:28][cH:29][n:30][cH:31]2)[cH:32][cH:33]1.[CH2:1]([CH:2]([CH3:3])[CH3:4])[c:5]1[cH:6][c:7]([B:18]([OH:19])[OH:20])[c:8]([S:10](=[O:11])(=[O:12])[NH:13][C:14]([CH3:15])([CH3:16])[CH3:17])[s:9]1.[CH2:55]([OH:56])[CH3:57].[Na+:54].[O-:66][C:67]([CH3:68])=[O:69].[O-:70][C:71]([CH3:72])=[O:73].[OH-:53].[Pd+2:65].[c:34]1([P:35]([c:36]2[cH:37][cH:38][cH:39][cH:40][cH:41]2)[c:42]2[cH:43][cH:44][cH:45][cH:46][cH:47]2)[cH:48][cH:49][cH:50][cH:51][cH:52]1.[c:58]1([CH3:59])[cH:60][cH:61][cH:62][cH:63][cH:64]1>>[CH2:1]([CH:2]([CH3:3])[CH3:4])[c:5]1[cH:6][c:7](-[c:22]2[cH:23][cH:24][c:25]([CH2:26][n:27]3[n:28][cH:29][n:30][cH:31]3)[cH:32][cH:33]2)[c:8]([S:10](=[O:11])(=[O:12])[NH:13][C:14]([CH3:15])([CH3:16])[CH3:17])[s:9]1.